Dataset: the Open Reaction Database (ORD), a public repository of structured organic reaction records. Task: describe an organic reaction: reactants, conditions, products, and yield Reactants: CN1CCN(CC(=O)O)CC1, Nc1ccc2c(c1)COC(NC1CCCCCCC1)=N2. The product is CN1CCN(CC(=O)Nc2ccc3c(c2)COC(NC2CCCCCCC2)=N3)CC1. Reaction SMILES: [CH3:21][N:22]1[CH2:23][CH2:24][N:25]([CH2:28][C:29](=[O:30])[OH:31])[CH2:26][CH2:27]1.[CH:1]1([NH:9][C:10]2=[N:15][c:14]3[c:13]([cH:19][c:18]([NH2:20])[cH:17][cH:16]3)[CH2:12][O:11]2)[CH2:2][CH2:3][CH2:4][CH2:5][CH2:6][CH2:7][CH2:8]1>>[CH:1]1([NH:9][C:10]2=[N:15][c:14]3[c:13]([cH:19][c:18]([NH:20][C:29]([CH2:28][N:25]4[CH2:24][CH2:23][N:22]([CH3:21])[CH2:27][CH2:26]4)=[O:30])[cH:17][cH:16]3)[CH2:12][O:11]2)[CH2:2][CH2:3][CH2:4][CH2:5][CH2:6][CH2:7][CH2:8]1. Starting materials: ClC(C=1NC=2C(=NC=CC2)N1)(Cl)Cl (2-Trichloromethyl-imidazo[4,5-b]pyridine), N (ammonia). Reported procedure: 2-Trichloromethyl-imidazo[4,5-b]pyridine (21.5 g) is added, in small portions, to 34% strength ammonia (250 ml), which is stirred vigorously and kept at about 10° C. After the addition, the reaction mixture is stirred for about one hour, the temperature being allowed to rise to the ambient temperature (20° to 25° C.). The reaction mixture is filtered over silica supercel and the filtrate is acidified to pH=6 with hydrochloric acid (200 ml) of density 1.19, the temperature being kept below 10° C.... RXN SMILES: Cl[C:2](Cl)(Cl)[C:3]1[NH:4][C:5]2[C:6]([N:11]=1)=[N:7][CH:8]=[CH:9][CH:10]=2.[NH3:14]>>[C:2]([C:3]1[NH:4][C:5]2[C:6]([N:11]=1)=[N:7][CH:8]=[CH:9][CH:10]=2)#[N:14]. Yields the product C(#N)C=1NC=2C(=NC=CC2)N1 (2-Cyanoimidazo[4,5-b]pyridine). Starting materials: CC1=C(C(=O)O)C=CC=C1C (2,3-dimethylbenzoic acid), N1=CC(=CC=C1)C1(CCCC1)CN (C-(1-pyridin-3-yl-cyclopentyl)-methylamine). The product is CC1=C(C(=O)NCC2(CCCC2)C=2C=NC=CC2)C=CC=C1C (2,3-Dimethyl-N-(1-pyridin-3-yl-cyclopentylmethyl)-benzamide). As a reaction SMILES: [CH3:1][C:2]1[C:10]([CH3:11])=[CH:9][CH:8]=[CH:7][C:3]=1[C:4]([OH:6])=O.[N:12]1[CH:17]=[CH:16][CH:15]=[C:14]([C:18]2([CH2:23][NH2:24])[CH2:22][CH2:21][CH2:20][CH2:19]2)[CH:13]=1>>[CH3:1][C:2]1[C:10]([CH3:11])=[CH:9][CH:8]=[CH:7][C:3]=1[C:4]([NH:24][CH2:23][C:18]1([C:14]2[CH:13]=[N:12][CH:17]=[CH:16][CH:15]=2)[CH2:22][CH2:21][CH2:20][CH2:19]1)=[O:6]. Procedure: From 2,3-dimethylbenzoic acid and C-(1-pyridin-3-yl-cyclopentyl)-methylamine. LCMS (MH+): m/z=309.1, tR (minutes, Method A)=1.11